Dataset: the Open Reaction Database (ORD), a public repository of structured organic reaction records. Task: describe an organic reaction: reactants, conditions, products, and yield Starting materials: acyl, arylthioamino, alkali metal salt, lower alkoxy, lower alkanoylamino, [H][H] (hydrogen), [Na] (sodium), phenyl-lower alkoxycarbonyl, halogeno-lower alkanoylamino, halogen, tri-lower alkylsilyloxy, 2-halogeno-lower alkoxycarbonyloxy, lower alkoxy-substituted, BrBr (bromine), O-lower alkylphosphono, [H][H] (hydrogen), [H][H] (hydrogen), lower alkoxy, [S] (sulphur), esterified carboxyl, 2-halogeno-lower alkoxy, ClCl (chlorine), alkali metal salt, O=O (oxygen), 2-halogeno-lower alkoxycarbonylamino, lower alkyl, [H][H] (hydrogen), S1CC=CN2[C@H]1CC2=O (3-cephem), N[N+]1=CC=CC=C1 (aminopyridinium), NC1=CC=[NH+]C=C1 (4-aminopyridinium), 5-amino-5-carboxy-valeryl, 3- or 4-hydroxyphenyl, lower alkoxycarbonylamino, [Na] (sodium), acylamino, 2- or 3-thienyl, tri-lower alkylsilyl, [H][H] (hydrogen), optionally halogenated lower alkoxycarbonyl, esterified carboxyl, phenyl-lower alkoxycarbonyl, lower alkoxycarbonyloxy, nitro-substituted phenyl-lower alkoxycarbonylamino, amino, arylsulphonylamino, lower alkoxy, 1-lower alkoxycarbonyl-2-propylidene amino, acylamino, lower alkoxy, O,O'-di-lower alkylphosphono, acyloxy. The product is 1-oxides, S1CC=CN2[C@H]1CC2=O (3-cephem), S1C=CCN2[C@H]1CC2=O (2-cephem). RXN SMILES: [S:1]1[C@@H:6]2[CH2:7][C:8](=[O:9])[N:5]2[CH:4]=[CH:3][CH2:2]1.[H][H].N[N+]1C=CC=CC=1.NC1C=C[NH+]=CC=1.O=O.[S].[Na].ClCl.BrBr>>[S:1]1[C@@H:6]2[CH2:7][C:8](=[O:9])[N:5]2[CH:4]=[CH:3][CH2:2]1.[S:1]1[C@@H:6]2[CH2:7][C:8](=[O:9])[N:5]2[CH2:4][CH:3]=[CH:2]1 |^3:27,^1:28|. Reported procedure: The invention above all relates to the manufacture of 3-cephem compounds of the formula IA, wherein R1a denotes hydrogen or an acyl group of the formula ##STR6## wherein Ra denotes phenyl or hydroxyphenyl, for example 3- or 4-hydroxyphenyl, also hydroxy-chlorophenyl, for example 3-chloro-4-hydroxyphenyl or 3,5-dichloro-4-hydroxy-phenyl, it being possible for hydroxy substituents in such radicals to be protected by acyl radicals, such as optionally halogenated lower alkoxycarbonyl radicals, for e... The reactants are NO (hydroxylamine), BrC1=CC(=C(C=O)C=C1)F (4-bromo-2-fluorobenzaldehyde). Run in O (water), C(C)O (ethanol). Reaction conditions: time 66 hour. Yields the product BrC1=CC(=C(C=NO)C=C1)F (4-Bromo-2-fluorobenzaldehyde oxime). RXN SMILES: [NH2:1][OH:2].[Br:3][C:4]1[CH:11]=[CH:10][C:7]([CH:8]=O)=[C:6]([F:12])[CH:5]=1>O.C(O)C>[Br:3][C:4]1[CH:11]=[CH:10][C:7]([CH:8]=[N:1][OH:2])=[C:6]([F:12])[CH:5]=1. Procedure details: A solution of hydroxylamine in water (50%, 5 ml) was added to a solution of 4-bromo-2-fluorobenzaldehyde (1.0 g) in ethanol (5 ml) and the mixture was stirred at room temp. for 66 h. The ethanol was removed under vacuum and the aqueous residue as extracted with ethyl acetate (×2). The organic extracts were washed with water and brine, dried (MgSO4) and concentrated under vacuum. The residue was purified on a Varian Bond-Elut SPE cartridge (silica, 20 g) eluting with cyclohexane:ethyl acetate (10... The reactants are C1CCOC1, CO, CC(C)CCn1nc(C(C)C)c(O)c(C2=NS(=O)(=O)c3cc([N+](=O)[O-])ccc3N2)c1=O. The product is CC(C)CCn1nc(C(C)C)c(O)c(C2=NS(=O)(=O)c3cc(N)ccc3N2)c1=O. Reaction SMILES: [CH2:34]1[O:35][CH2:36][CH2:37][CH2:38]1.[CH3:32][OH:33].[OH:1][c:2]1[c:3]([C:17]2=[N:18][S:19](=[O:30])(=[O:31])[c:20]3[c:21]([cH:23][cH:24][c:25]([N+:27]([O-:28])=[O:29])[cH:26]3)[NH:22]2)[c:4](=[O:16])[n:5]([CH2:11][CH2:12][CH:13]([CH3:14])[CH3:15])[n:6][c:7]1[CH:8]([CH3:9])[CH3:10]>>[OH:1][c:2]1[c:3]([C:17]2=[N:18][S:19](=[O:30])(=[O:31])[c:20]3[c:21]([cH:23][cH:24][c:25]([NH2:27])[cH:26]3)[NH:22]2)[c:4](=[O:16])[n:5]([CH2:11][CH2:12][CH:13]([CH3:14])[CH3:15])[n:6][c:7]1[CH:8]([CH3:9])[CH3:10].